Task: describe an organic reaction: reactants, conditions, products, and yield. Dataset: the Open Reaction Database (ORD), a public repository of structured organic reaction records Starting materials: O=C([O-])[O-], COC(=O)c1cncc(Br)c1, CN(C)C=O, [Cs+], [Cs+], OB(O)c1ccc(OC(F)(F)F)cc1. Yields the product COC(=O)c1cncc(-c2ccc(OC(F)(F)F)cc2)c1. Reaction SMILES: [C:12](=[O:13])([O-:14])[O-:15].[CH3:1][O:2][C:3](=[O:4])[c:5]1[cH:6][n:7][cH:8][c:9]([Br:11])[cH:10]1.[CH3:32][N:33]([CH3:34])[CH:35]=[O:36].[Cs+:16].[Cs+:17].[F:18][C:19]([O:20][c:21]1[cH:22][cH:23][c:24]([B:27]([OH:28])[OH:29])[cH:25][cH:26]1)([F:30])[F:31]>>[CH3:1][O:2][C:3](=[O:4])[c:5]1[cH:6][n:7][cH:8][c:9](-[c:24]2[cH:23][cH:22][c:21]([O:20][C:19]([F:18])([F:30])[F:31])[cH:26][cH:25]2)[cH:10]1. Starting materials: CC(=O)Nc1nc(Cl)c2sc(=O)n(C3OC(COC(C)=O)C(OC(C)=O)C3OC(C)=O)c2n1, CC(=O)[O-], CCO, [Na+]. Product: CC(=O)Nc1ncc2sc(=O)n(C3OC(COC(C)=O)C(OC(C)=O)C3OC(C)=O)c2n1. Reaction SMILES: [C:1]([CH3:2])(=[O:3])[NH:4][c:5]1[n:6][c:7]([Cl:33])[c:8]2[c:9]([n:10]1)[n:11]([CH:15]1[CH:16]([O:17][C:18]([CH3:19])=[O:20])[CH:21]([O:22][C:23]([CH3:24])=[O:25])[CH:26]([CH2:28][O:29][C:30]([CH3:31])=[O:32])[O:27]1)[c:12](=[O:14])[s:13]2.[CH3:35][C:36](=[O:37])[O-:38].[CH3:39][CH2:40][OH:41].[Na+:34]>>[C:1]([CH3:2])(=[O:3])[NH:4][c:5]1[n:6][cH:7][c:8]2[c:9]([n:10]1)[n:11]([CH:15]1[CH:16]([O:17][C:18]([CH3:19])=[O:20])[CH:21]([O:22][C:23]([CH3:24])=[O:25])[CH:26]([CH2:28][O:29][C:30]([CH3:31])=[O:32])[O:27]1)[c:12](=[O:14])[s:13]2. The reactants are ClC1=NC(=CC=C1C(=O)OC)Cl (methyl 2,6-dichloropyridine-3-carboxylate), ClC1=C(C=CC(=C1)Cl)B(O)O (2,4-dichlorophenylboronic acid), C([O-])([O-])=O.[K+].[K+] (potassium carbonate), O (water). Reagents/catalysts: C=1C=CC(=CC1)[P](C=2C=CC=CC2)(C=3C=CC=CC3)[Pd]([P](C=4C=CC=CC4)(C=5C=CC=CC5)C=6C=CC=CC6)([P](C=7C=CC=CC7)(C=8C=CC=CC8)C=9C=CC=CC9)[P](C=1C=CC=CC1)(C=1C=CC=CC1)C=1C=CC=CC1 (tetrakis(triphenylphosphine)palladium(0)). Solvent: C1CCOC1 (THF), C(C)(=O)OCC (ethyl acetate). Yields the product ClC1=NC(=CC=C1C(=O)OC)C1=C(C=C(C=C1)Cl)Cl (Methyl 2-chloro-6-(2,4-dichlorophenyl)pyridine-3-carboxylate). RXN SMILES: [Cl:1][C:2]1[C:7]([C:8]([O:10][CH3:11])=[O:9])=[CH:6][CH:5]=[C:4](Cl)[N:3]=1.[Cl:13][C:14]1[CH:19]=[C:18]([Cl:20])[CH:17]=[CH:16][C:15]=1B(O)O.C(=O)([O-])[O-].[K+].[K+].O>C1COCC1.C1C=CC([P]([Pd]([P](C2C=CC=CC=2)(C2C=CC=CC=2)C2C=CC=CC=2)([P](C2C=CC=CC=2)(C2C=CC=CC=2)C2C=CC=CC=2)[P](C2C=CC=CC=2)(C2C=CC=CC=2)C2C=CC=CC=2)(C2C=CC=CC=2)C2C=CC=CC=2)=CC=1.C(OCC)(=O)C>[Cl:1][C:2]1[C:7]([C:8]([O:10][CH3:11])=[O:9])=[CH:6][CH:5]=[C:4]([C:17]2[CH:16]=[CH:15][C:14]([Cl:13])=[CH:19][C:18]=2[Cl:20])[N:3]=1 |f:2.3.4,^1:39,41,60,79|. Reported procedure: 6 g (29.12 mmol) of methyl 2,6-dichloropyridine-3-carboxylate, 5.56 g (29.12 mmol) of 2,4-dichlorophenylboronic acid, 12.07 g (87.4 mmol) of potassium carbonate and then 1.68 g (1.46 mmol) of tetrakis(triphenylphosphine)palladium(0) were initially charged in 120 ml of degassed THF, and the mixture was heated under reflux conditions and under an argon atmosphere for 16 h. 300 ml of water and 500 ml of ethyl acetate were added. After separating the phases and removing the solvent, the residue was ... The reactants are C(C)N(CCN1C(C(C2=C(C=C(C=C12)I)C(F)(F)F)(C1=C(C=CC=C1)Cl)O)=O)CC ((+)-1-(2-diethylaminoethyl)-4-trifluoromethyl-6-iodo-3-hydroxy-3-(2-chlorophenyl)oxindole), CS(=O)(=O)NCC#C (1-methanesulfonylamino-2-propyne). Product: C(C)N(CCN1C(C(C2=C(C=C(C=C12)C#CCNS(=O)(=O)C)C(F)(F)F)(C1=C(C=CC=C1)Cl)O)=O)CC ((+)-1-(2-Diethylaminoethyl)-4-trifluoromethyl-6-(3-methanesulfonylamino-1-propynyl)-3-hydroxy-3-(2-chlorophenyl)oxindole). RXN SMILES: [CH2:1]([N:3]([CH2:29][CH3:30])[CH2:4][CH2:5][N:6]1[C:14]2[C:9](=[C:10]([C:16]([F:19])([F:18])[F:17])[CH:11]=[C:12](I)[CH:13]=2)[C:8]([OH:27])([C:20]2[CH:25]=[CH:24][CH:23]=[CH:22][C:21]=2[Cl:26])[C:7]1=[O:28])[CH3:2].[CH3:31][S:32]([NH:35][CH2:36][C:37]#[CH:38])(=[O:34])=[O:33]>>[CH2:1]([N:3]([CH2:29][CH3:30])[CH2:4][CH2:5][N:6]1[C:14]2[C:9](=[C:10]([C:16]([F:19])([F:18])[F:17])[CH:11]=[C:12]([C:38]#[C:37][CH2:36][NH:35][S:32]([CH3:31])(=[O:34])=[O:33])[CH:13]=2)[C:8]([OH:27])([C:20]2[CH:25]=[CH:24][CH:23]=[CH:22][C:21]=2[Cl:26])[C:7]1=[O:28])[CH3:2]. Procedure: The title compound (270 mg) was prepared from (+)-1-(2-diethylaminoethyl)-4-trifluoromethyl-6-iodo-3-hydroxy-3-(2-chlorophenyl)oxindole of Example 72(1) (347 mg, 0.628 mmol) and 1-methanesulfonylamino-2-propyne by the procedure similar to that described in Reference Example 21. The hydrochloride of the title compound was obtained by treating with 4 N HCl in dioxane followed by concentration to dryness. Reactants: O (water), C(C)OC(=O)[C@H]1CN(CCC1)CCOC1=C(C=CC=C1)C1=CC=CC=C1 ((R)-1-(2-(2-phenylphenoxy) ethyl)-3-piperidinecarboxylic acid ethyl ester), Cl (hydrochloric acid), [OH-].[Na+] (sodium hydroxide). Run in C(C)O (ethanol). Run at time 3 hour. Product: Cl.C1(=CC=CC=C1)C1=C(OCCN2C[C@@H](CCC2)C(=O)O)C=CC=C1 ((R)-1-(2-(2-Phenylphenoxy)ethyl)-3-piperidinecarboxylic acid hydrochloride). As a reaction SMILES: C([O:3][C:4]([C@@H:6]1[CH2:11][CH2:10][CH2:9][N:8]([CH2:12][CH2:13][O:14][C:15]2[CH:20]=[CH:19][CH:18]=[CH:17][C:16]=2[C:21]2[CH:26]=[CH:25][CH:24]=[CH:23][CH:22]=2)[CH2:7]1)=[O:5])C.[OH-].[Na+].[ClH:29].O>C(O)C>[ClH:29].[C:21]1([C:16]2[CH:17]=[CH:18][CH:19]=[CH:20][C:15]=2[O:14][CH2:13][CH2:12][N:8]2[CH2:9][CH2:10][CH2:11][C@@H:6]([C:4]([OH:5])=[O:3])[CH2:7]2)[CH:22]=[CH:23][CH:24]=[CH:25][CH:26]=1 |f:1.2,6.7|. Procedure: The above ester (2.0 g, 5.7 mmol) was dissolved in ethanol (25 ml) and 4N sodium hydroxide (6.4 ml) was added. The mixture was stirred at ambient temperature for 3 h. Excess concentrated hydrochloric acid was added followed by a small portion of water. The mixture was concentrated in vacuo and dichloromethane (100 ml) and water (25 ml) were added. The phases were separated and the organic phase was dried (Na2S4). The solvent was evaporated in vacuo to give a solid residue which was recrystallise...